Dataset: the Open Reaction Database (ORD), a public repository of structured organic reaction records. Task: describe an organic reaction: reactants, conditions, products, and yield Reactants: OC1=C(C=CC=C1)N=NC1=CC=CC=C1 (hydroxyazobenzene), C(C)O (ethanol), BrCCCCCCCCCCBr (1,10-dibromodecane), [OH-].[K+] (potassium hydroxide). Product: BrCCCCCCCCCCOC1=CC=C(C=C1)N=NC1=CC=C(C=C1)CCCCCCCCCCCC (4-(10-bromodecvloxy)-4'-dodecylazobenzene). RXN SMILES: O[C:2]1[CH:7]=[CH:6][CH:5]=[CH:4][C:3]=1[N:8]=[N:9][C:10]1[CH:15]=[CH:14][CH:13]=[CH:12][CH:11]=1.Br[CH2:17][CH2:18][CH2:19][CH2:20][CH2:21][CH2:22][CH2:23][CH2:24][CH2:25][CH2:26][Br:27].[OH-:28].[K+].[CH2:30](O)[CH3:31]>>[Br:27][CH2:26][CH2:25][CH2:24][CH2:23][CH2:22][CH2:21][CH2:20][CH2:19][CH2:18][CH2:17][O:28][C:6]1[CH:5]=[CH:4][C:3]([N:8]=[N:9][C:10]2[CH:15]=[CH:14][C:13]([CH2:17][CH2:18][CH2:19][CH2:20][CH2:21][CH2:22][CH2:23][CH2:24][CH2:25][CH2:26][CH2:30][CH3:31])=[CH:12][CH:11]=2)=[CH:2][CH:7]=1 |f:2.3|. Procedure details: A 3000 ml three-necked round bottom flask was equipped with magnetic stirring, a heating mantle, a reflux condenser, and a nitrogen atmosphere. The flask was charged with 4-dodecyl-4,-hydroxyazobenzene (60.0 g, 0.164 mol), 1,10-dibromodecane, (66.95 g, 0.223 mol), potassium hydroxide (9.75 g, 0.174 mol), and ethanol (1260 ml). The solution was refluxed for seven hours. During the course of the reaction, a yellow precipitate formed in the reaction mixture. The reaction mixture was cooled to room ... Starting materials: C(=C)C(C1=CC=CC=C1)Cl (vinylbenzyl chloride), O (water), [S-]C#N.[K+] (potassium thiocyanate), [I-].[Na+] (sodium iodide). Solvent: CN(C=O)C (dimethylformamide), CN(C=O)C (DMF). Reaction conditions: temperature 150 celsius. Yields the product C(=C)C(C1=CC=CC=C1)N=C=S (Vinylbenzyl isothiocyanate), yellowish liquid. Reaction SMILES: [CH:1]([CH:3](Cl)[C:4]1[CH:9]=[CH:8][CH:7]=[CH:6][CH:5]=1)=[CH2:2].[S-:11][C:12]#[N:13].[K+].[I-].[Na+].O>CN(C)C=O>[CH:1]([CH:3]([N:13]=[C:12]=[S:11])[C:4]1[CH:9]=[CH:8][CH:7]=[CH:6][CH:5]=1)=[CH2:2] |f:1.2,3.4|. Reported procedure: Vinylbenzyl isothiocyanate was prepared in the following manner. 76 g (0.5 moles) of vinylbenzyl chloride were dissolved in 300 ml of dimethylformamide (DMF). To this solution were added 56 g (0.575 moles) of potassium thiocyanate and 28 g (0.187 moles) of sodium iodide. The mixture was heated for 30 minutes at 150°C and then the major portion of DMF was flashed off with a water aspirator vacuum. The solid flask residue was extracted with 750 ml of diethyl ether. The filtered diethyl ether phase... The reactants are C1CCOC1, CC(C)OC(=O)Cl, NCc1cc(N)ccc1S(=O)(=O)Nc1ccc2c(c1)B(O)OC2. Product: CC(C)OC(=O)NCc1cc(N)ccc1S(=O)(=O)Nc1ccc2c(c1)B(O)OC2. Reaction SMILES: [CH2:31]1[O:32][CH2:33][CH2:34][CH2:35]1.[Cl:24][C:25](=[O:26])[O:27][CH:28]([CH3:29])[CH3:30].[NH2:1][c:2]1[cH:3][c:4]([CH2:22][NH2:23])[c:5]([S:8](=[O:9])(=[O:10])[NH:11][c:12]2[cH:13][cH:14][c:15]3[c:16]([cH:21]2)[B:17]([OH:20])[O:18][CH2:19]3)[cH:6][cH:7]1>>[NH2:1][c:2]1[cH:3][c:4]([CH2:22][NH:23][C:25](=[O:26])[O:27][CH:28]([CH3:29])[CH3:30])[c:5]([S:8](=[O:9])(=[O:10])[NH:11][c:12]2[cH:13][cH:14][c:15]3[c:16]([cH:21]2)[B:17]([OH:20])[O:18][CH2:19]3)[cH:6][cH:7]1. Starting materials: CO, CC(C)S(=O)(=O)n1c(N)nc2ccc(-c3nc(-c4ccc([N+](=O)[O-])cc4)[nH]c3-c3ccccc3)cc21, [H][H]. Yields the product CC(C)S(=O)(=O)n1c(N)nc2ccc(-c3nc(-c4ccc(N)cc4)[nH]c3-c3ccccc3)cc21. As a reaction SMILES: [CH3:39][OH:40].[CH:1]([CH3:2])([CH3:3])[S:4](=[O:5])(=[O:6])[n:7]1[c:8]([NH2:36])[n:9][c:10]2[c:11]1[cH:12][c:13](-[c:16]1[n:17][c:18](-[c:27]3[cH:28][cH:29][c:30]([N+:33]([O-:34])=[O:35])[cH:31][cH:32]3)[nH:19][c:20]1-[c:21]1[cH:22][cH:23][cH:24][cH:25][cH:26]1)[cH:14][cH:15]2.[H:37][H:38]>>[CH:1]([CH3:2])([CH3:3])[S:4](=[O:5])(=[O:6])[n:7]1[c:8]([NH2:36])[n:9][c:10]2[c:11]1[cH:12][c:13](-[c:16]1[n:17][c:18](-[c:27]3[cH:28][cH:29][c:30]([NH2:33])[cH:31][cH:32]3)[nH:19][c:20]1-[c:21]1[cH:22][cH:23][cH:24][cH:25][cH:26]1)[cH:14][cH:15]2. The reactants are ClC=1C(C2=CC=C(C=C2C(C1Cl)=O)Cl)=O (2,3,6-Trichloronaphthoquinone), C(CO)O (ethylene glycol), [Na] (sodium). The solvent is O (water). Conditions: temperature 80 celsius. Yields the product ClC=1C=C2C(C3=C(C(C2=CC1)=O)OCCO3)=O (6-chloro-2,3-ethylenedioxy-1,4-naphthoquinone). As a reaction SMILES: Cl[C:2]1[C:3](=[O:15])[C:4]2[C:9]([C:10](=[O:13])[C:11]=1Cl)=[CH:8][C:7]([Cl:14])=[CH:6][CH:5]=2.[CH2:16]([OH:19])[CH2:17][OH:18].[Na]>O>[Cl:14][C:7]1[CH:8]=[C:9]2[C:4](=[CH:5][CH:6]=1)[C:3](=[O:15])[C:2]1[O:18][CH2:17][CH2:16][O:19][C:11]=1[C:10]2=[O:13] |^1:19|. Procedure: 2,3,6-Trichloronaphthoquinone (13.1 g) is added in small portions to a solution previously prepared from ethylene glycol (500 ml) and sodium metal (2.3 g) and heated to 80° C. under nitrogen. Upon completion of the addition, the reaction mixture is diluted with water (1 L) and cooled. The resulting precipitate is collected to afford 6-chloro-2,3-ethylenedioxy-1,4-naphthoquinone as an orange solid. Reaction SMILES: [C:1](=[O:2])([CH3:3])[O:4][CH2:5][c:6]1[n:7][cH:8][c:9]([Br:12])[cH:10][cH:11]1.[ClH:13]>>[OH:4][CH2:5][c:6]1[n:7][cH:8][c:9]([Br:12])[cH:10][cH:11]1. Reactants: CC(=O)OCc1ccc(Br)cn1, Cl. The product is OCc1ccc(Br)cn1.